Dataset: the Open Reaction Database (ORD), a public repository of structured organic reaction records. Task: describe an organic reaction: reactants, conditions, products, and yield Starting materials: CC(C)(C)OC(CN1CCN(CCN(CCNCC1)CC(=O)OC(C)(C)C)CC(=O)OC(C)(C)C)=O (1,4,7,10-tetraazacyclododecane-1,4,7-triacetic acid tris(1,1-dimethylethyl)ester), BrCCCCCCCCCCCCCCCCCC (1-bromooctadecane). The solvent is CC#N (CH3CN). Reaction conditions: time 3 day. The product is C(CCCCCCCCCCCCCCCCC)N1CCN(CCN(CCN(CC1)CC(=O)O)CC(=O)O)CC(=O)O (10-Octadecyl-1,4,7,10-tetraazacyclododecane-1,4,7-triacetic Acid). RXN SMILES: CC([O:5][C:6](=[O:36])[CH2:7][N:8]1[CH2:19][CH2:18][NH:17][CH2:16][CH2:15][N:14]([CH2:20][C:21]([O:23]C(C)(C)C)=[O:22])[CH2:13][CH2:12][N:11]([CH2:28][C:29]([O:31]C(C)(C)C)=[O:30])[CH2:10][CH2:9]1)(C)C.Br[CH2:38][CH2:39][CH2:40][CH2:41][CH2:42][CH2:43][CH2:44][CH2:45][CH2:46][CH2:47][CH2:48][CH2:49][CH2:50][CH2:51][CH2:52][CH2:53][CH2:54][CH3:55]>CC#N>[CH2:55]([N:17]1[CH2:16][CH2:15][N:14]([CH2:20][C:21]([OH:23])=[O:22])[CH2:13][CH2:12][N:11]([CH2:28][C:29]([OH:31])=[O:30])[CH2:10][CH2:9][N:8]([CH2:7][C:6]([OH:5])=[O:36])[CH2:19][CH2:18]1)[CH2:54][CH2:53][CH2:52][CH2:51][CH2:50][CH2:49][CH2:48][CH2:47][CH2:46][CH2:45][CH2:44][CH2:43][CH2:42][CH2:41][CH2:40][CH2:39][CH3:38]. Procedure: A mixture of 1,4,7,10-tetraazacyclododecane-1,4,7-triacetic acid tris(1,1-dimethylethyl)ester (37.5 g; 72.8 mmol) and 1-bromooctadecane (24.5 g; 73.5 mmol) in CH3CN (500 mL) was heated to reflux. After 2 h the reaction mixture was evaporated and the residue was dissolved in CHCl3 and a portion of CF3COOH was added. After 16 h at room temperature the reaction mixture was evaporated and the oily residue dissolved in CF3COOH. After 3 days at room temperature, the solution was evaporated, the residu... Reactants: NC(C(C)C)CCCCCCCCC(C(C)C)N (3,12-Diamino-2,13-dimethyltetradecane), C(C)(C)C1N=NC(CC=CCCC=CC1)C(C)C (3,12-diisopropyl-1,2-diaza-1,5,9-cyclododecatriene), CC(CC)C1N=NC(CC=CCCC=CC1)C(C)CC (3,12-di-(2-butyl)-1,2-diaza-1,5,9-cyclododecatriene). The product is NC(C(CC)C)CCCCCCCCC(C(CC)C)N (4,13-diamino-3,14-dimethylhexadecane). Yield: 84.7%. RXN SMILES: NC(CCCCCCCCC(N)C(C)C)C(C)C.C(C1CC=CCCC=CCC(C(C)C)N=N1)(C)C.[CH3:37][CH:38]([CH:41]1[CH2:52][CH:51]=[CH:50][CH2:49][CH2:48][CH:47]=[CH:46][CH2:45][CH:44]([CH:53]([CH2:55][CH3:56])[CH3:54])[N:43]=[N:42]1)[CH2:39][CH3:40]>>[NH2:42][CH:41]([CH2:52][CH2:51][CH2:50][CH2:49][CH2:48][CH2:47][CH2:46][CH2:45][CH:44]([NH2:43])[CH:53]([CH3:54])[CH2:55][CH3:56])[CH:38]([CH3:37])[CH2:39][CH3:40]. Procedure details: If there are used in the manner described under (a), instead of 250 g (1 mol) of 3,12-diisopropyl-1,2-diaza-1,5,9-cyclododecatriene, 87.3 g (0.31 mol) of 3,12-di-(2-butyl)-1,2-diaza-1,5,9-cyclododecatriene (diastereoisomeric mixture) and correspondingly reduced amounts of catalyst and solvent, with otherwise the same procedure, there is obtained, as the main fraction, 74.7 g (85% of theory) of 4,13-diamino-3,14-dimethylhexadecane in the form of colourless oil [b.p. 143°-5° C./0.05 Torr; nD20 =1.... The reactants are ClCCl, CO, C=C(C)C(C(=O)OC)N1C(=O)C(NC(=O)COc2ccccc2)C1SNc1ccccc1. Yields the product COCC1(C)SC2C(NC(=O)COc3ccccc3)C(=O)N2C1C(=O)OC. RXN SMILES: [CH2:35]([Cl:36])[Cl:37].[CH3:33][OH:34].[O:1]=[C:2]1[N:3]([CH:25]([C:26](=[O:27])[O:28][CH3:29])[C:30](=[CH2:31])[CH3:32])[CH:4]([S:17][NH:18][c:19]2[cH:20][cH:21][cH:22][cH:23][cH:24]2)[CH:5]1[NH:6][C:7]([CH2:8][O:9][c:10]1[cH:11][cH:12][cH:13][cH:14][cH:15]1)=[O:16]>>[O:1]=[C:2]1[N:3]2[CH:4]([CH:5]1[NH:6][C:7]([CH2:8][O:9][c:10]1[cH:11][cH:12][cH:13][cH:14][cH:15]1)=[O:16])[S:17][C:30]([CH2:31][O:34][CH3:33])([CH3:32])[CH:25]2[C:26](=[O:27])[O:28][CH3:29]. Starting materials: ClC1=CC=C(C=C1)N1N=C2C(=CC1=O)CCSC1=C2C=CS1 (2-(4-chlorophenyl)-5,6-dihydrothieno[2',3':2,3]thiepino[4,5-c]pyridazin-3(2H)-one), C(Cl)Cl (methylene chloride), [Cl-].[Al+3].[Cl-].[Cl-] (aluminum chloride), C(C)(=O)Cl (acetyl chloride). Run in O (water). Product: C(C)(=O)C1=CC2=C(SCCC=3C2=NN(C(C3)=O)C3=CC=C(C=C3)Cl)S1 (9-acetyl-2-(4-chlorophenyl)-5,6-dihydrothieno[2',3':2,3]thiepino[4,5-c]pyridazin-3(2H)-one). Reaction SMILES: C(Cl)Cl.[Cl-].[Al+3].[Cl-].[Cl-].[C:8](Cl)(=[O:10])[CH3:9].[Cl:12][C:13]1[CH:18]=[CH:17][C:16]([N:19]2[C:24](=[O:25])[CH:23]=[C:22]3[CH2:26][CH2:27][S:28][C:29]4[S:33][CH:32]=[CH:31][C:30]=4[C:21]3=[N:20]2)=[CH:15][CH:14]=1>O>[C:8]([C:32]1[S:33][C:29]2[S:28][CH2:27][CH2:26][C:22]3[C:21](=[N:20][N:19]([C:16]4[CH:17]=[CH:18][C:13]([Cl:12])=[CH:14][CH:15]=4)[C:24](=[O:25])[CH:23]=3)[C:30]=2[CH:31]=1)(=[O:10])[CH3:9] |f:1.2.3.4|. Procedure: To a mixture of 50 ml of methylene chloride and 1.9 g of aluminum chloride is added 1.0 ml of acetyl chloride with stirring under ice-cooling and then the mixture is stirred at room temperature for 10 minutes. To the mixture is further added 2.0 g of 2-(4-chlorophenyl)-5,6-dihydrothieno[2',3':2,3]thiepino[4,5-c]pyridazin-3(2H)-one under ice-cooling and the mixture is stirred for 3 hours at room temperature. To the mixture is added water and the solution is extracted with chloroform. The extract ... Starting materials: CC(C)(C)O, CC(C)(C)NCC(O)CO, Cc1cc2c(Cl)nccc2s1, [K]. Yields the product Cc1cc2c(OCC(O)CNC(C)(C)C)nccc2s1. Reaction SMILES: [C:23]([OH:24])([CH3:25])([CH3:26])[CH3:27].[C:2]([CH3:3])([CH3:4])([CH3:5])[NH:6][CH2:7][CH:8]([CH2:9][OH:10])[OH:11].[Cl:12][c:13]1[n:14][cH:15][cH:16][c:17]2[c:18]1[cH:19][c:20]([CH3:22])[s:21]2.[K:1]>>[C:2]([CH3:3])([CH3:4])([CH3:5])[NH:6][CH2:7][CH:8]([CH2:9][O:10][c:13]1[n:14][cH:15][cH:16][c:17]2[c:18]1[cH:19][c:20]([CH3:22])[s:21]2)[OH:11]. Product: BrC=1C=C(C=NC1)C1=NC(=NC(=C1)C(C)(C)C)C1=NC=CC=C1 (4-(5-Bromo-pyridin-3-yl)-6-tert-butyl-2-pyridin-2-yl-pyrimidine). As a reaction SMILES: [Br:1][C:2]1[CH:3]=[C:4]([C:8]#[C:9][C:10](=O)[C:11]([CH3:14])([CH3:13])[CH3:12])[CH:5]=[N:6][CH:7]=1.[N:16]1[CH:21]=[CH:20][CH:19]=[CH:18][C:17]=1[C:22]([NH2:24])=[NH:23].C([O-])([O-])=O.[Na+].[Na+]>C1COCC1>[Br:1][C:2]1[CH:3]=[C:4]([C:8]2[CH:9]=[C:10]([C:11]([CH3:14])([CH3:13])[CH3:12])[N:24]=[C:22]([C:17]3[CH:18]=[CH:19][CH:20]=[CH:21][N:16]=3)[N:23]=2)[CH:5]=[N:6][CH:7]=1 |f:2.3.4|. Solvent: C1CCOC1 (THF). Reported procedure: To a solution of 1-(5-bromo-pyridin-3-yl)-4,4-dimethyl-pent-1-yn-3-one (1 eq, 770 mg, 2.89 mmol) in THF (12 ml) is added pyridine-2-carboxamidine (1.5 eq, 684 mg, 4.34 mmol) and Na2CO3 (2.4 eq, 736 mg, 6.94 mmol). The resulting mixture is heated using microwave radiation for 1 h at 150° C. The solvent is removed in vacuo and the residue is partitioned between sat. aqueous NaHCO3 solution and DCM. The organic portion is dried (MgSO4) and concentrated in vacuo. The resulting residue is purified us... Starting materials: BrC=1C=C(C=NC1)C#CC(C(C)(C)C)=O (1-(5-bromo-pyridin-3-yl)-4,4-dimethyl-pent-1-yn-3-one), N1=C(C=CC=C1)C(=N)N (pyridine-2-carboxamidine), C(=O)([O-])[O-].[Na+].[Na+] (Na2CO3).